describe an organic reaction: reactants, conditions, products, and yield From a dataset of the Open Reaction Database (ORD), a public repository of structured organic reaction records. The reactants are CC1CN(c2ccc3ccccc3n2)CC(C)N1, O=C(NCC(F)(F)F)C1(CCCCBr)c2ccccc2Oc2ccccc21. Yields the product CC1CN(c2ccc3ccccc3n2)CC(C)N1CCCCC1(C(=O)NCC(F)(F)F)c2ccccc2Oc2ccccc21. Reaction SMILES: [CH3:28][CH:29]1[CH2:30][N:31]([c:36]2[n:37][c:38]3[cH:39][cH:40][cH:41][cH:42][c:43]3[cH:44][cH:45]2)[CH2:32][CH:33]([CH3:35])[NH:34]1.[F:1][C:2]([CH2:3][NH:4][C:5](=[O:6])[C:7]1([CH2:21][CH2:22][CH2:23][CH2:24][Br:25])[c:8]2[cH:9][cH:10][cH:11][cH:12][c:13]2[O:14][c:15]2[cH:16][cH:17][cH:18][cH:19][c:20]21)([F:26])[F:27]>>[F:1][C:2]([CH2:3][NH:4][C:5](=[O:6])[C:7]1([CH2:21][CH2:22][CH2:23][CH2:24][N:34]2[CH:29]([CH3:28])[CH2:30][N:31]([c:36]3[n:37][c:38]4[cH:39][cH:40][cH:41][cH:42][c:43]4[cH:44][cH:45]3)[CH2:32][CH:33]2[CH3:35])[c:8]2[cH:9][cH:10][cH:11][cH:12][c:13]2[O:14][c:15]2[cH:16][cH:17][cH:18][cH:19][c:20]21)([F:26])[F:27].